Dataset: the Open Reaction Database (ORD), a public repository of structured organic reaction records. Task: describe an organic reaction: reactants, conditions, products, and yield Starting materials: Cl.C(#N)C1(CC1)NC(=O)[C@H]1NC[C@@H](C1)S(=O)(=O)C1=C(C=CC=C1)C(F)(F)F ((2S,4R)-4-(2-trifluoromethyl-benzenesulfonyl)-pyrrolidine-2-carboxylic acid (1-cyano-cyclopropyl)-amide hydrochloride), N1=CC=C(C=C1)C=O (pyridine-4-carbaldehyde). Product: C(#N)C1(CC1)NC(=O)[C@H]1N(C[C@@H](C1)S(=O)(=O)C1=C(C=CC=C1)C(F)(F)F)CC1=CC=NC=C1 ((2S,4R)-1-pyridin-4-ylmethyl-4-(2-trifluoromethyl-benzenesulfonyl)-pyrrolidine-2-carboxylic acid (1-cyano-cyclopropyl)-amide). Reaction SMILES: Cl.[C:2]([C:4]1([NH:7][C:8]([C@@H:10]2[CH2:14][C@@H:13]([S:15]([C:18]3[CH:23]=[CH:22][CH:21]=[CH:20][C:19]=3[C:24]([F:27])([F:26])[F:25])(=[O:17])=[O:16])[CH2:12][NH:11]2)=[O:9])[CH2:6][CH2:5]1)#[N:3].[N:28]1[CH:33]=[CH:32][C:31]([CH:34]=O)=[CH:30][CH:29]=1>>[C:2]([C:4]1([NH:7][C:8]([C@@H:10]2[CH2:14][C@@H:13]([S:15]([C:18]3[CH:23]=[CH:22][CH:21]=[CH:20][C:19]=3[C:24]([F:27])([F:25])[F:26])(=[O:17])=[O:16])[CH2:12][N:11]2[CH2:34][C:31]2[CH:32]=[CH:33][N:28]=[CH:29][CH:30]=2)=[O:9])[CH2:5][CH2:6]1)#[N:3] |f:0.1|. Procedure: (2S,4R)-4-(2-trifluoromethyl-benzenesulfonyl)-pyrrolidine-2-carboxylic acid (1-cyano-cyclopropyl)-amide hydrochloride from experiment K5 was reductively aminated with pyridine-4-carbaldehyde in analogy to experiment L3 to give (2S,4R)-1-pyridin-4-ylmethyl-4-(2-trifluoromethyl-benzenesulfonyl)-pyrrolidine-2-carboxylic acid (1-cyano-cyclopropyl)-amide as a colorless oil. MS: 479.1 [M+H]+. As a reaction SMILES: [CH3:1][N:2]([CH3:19])[C:3]([C:5]1[CH:6]=[N:7][C:8]2[C:13]([C:14]=1[O:15][CH3:16])=[CH:12][C:11]([CH:17]=O)=[CH:10][CH:9]=2)=[O:4].[C:20]1([C@@H:26]2[CH2:28][C@H:27]2[NH:29][C:30]2[S:31][CH2:32][C:33](=[O:35])[N:34]=2)[CH:25]=[CH:24][CH:23]=[CH:22][CH:21]=1>>[CH3:1][N:2]([CH3:19])[C:3]([C:5]1[CH:6]=[N:7][C:8]2[C:13]([C:14]=1[O:15][CH3:16])=[CH:12][C:11](/[CH:17]=[C:32]1/[C:33](=[O:35])[N:34]=[C:30]([NH:29][C@@H:27]3[CH2:28][C@H:26]3[C:20]3[CH:21]=[CH:22][CH:23]=[CH:24][CH:25]=3)[S:31]/1)=[CH:10][CH:9]=2)=[O:4]. Reported procedure: Similar procedure as described in example 1g was used, starting from 6-formyl-4-methoxy-quinoline-3-carboxylic acid dimethylamide (example 9c) and 2-((1R,2S)-2-phenyl-cyclopropylamino)-thiazol-4-one (example 1f) to give 4-methoxy-6-[4-oxo-2-((1R,2S)-2-phenyl-cyclopropylamino)-4H-thiazol-(5Z)-ylidenemethyl]-quinoline-3-carboxylic acid dimethylamide. LC-MS m/e 473 (MH+). Yields the product CN(C(=O)C=1C=NC2=CC=C(C=C2C1OC)\C=C/1\C(N=C(S1)N[C@H]1[C@@H](C1)C1=CC=CC=C1)=O)C (4-methoxy-6-[4-oxo-2-((1R,2S)-2-phenyl-cyclopropylamino)-4H-thiazol-(5Z)-ylidenemethyl]-quinoline-3-carboxylic acid dimethylamide). The reactants are CN(C(=O)C=1C=NC2=CC=C(C=C2C1OC)C=O)C (6-formyl-4-methoxy-quinoline-3-carboxylic acid dimethylamide), C1(=CC=CC=C1)[C@H]1[C@@H](C1)NC=1SCC(N1)=O (2-((1R,2S)-2-phenyl-cyclopropylamino)-thiazol-4-one). Starting materials: CC(=O)c1ccc(Cl)nc1NC(=O)OC(C)(C)C, NCCNc1nc(-c2ccc(Cl)cc2Cl)cc2nccn12, O=C(O)C(F)(F)F. Yields the product CC(=O)c1ccc(NCCNc2nc(-c3ccc(Cl)cc3Cl)cc3nccn23)nc1NC(=O)OC(C)(C)C. Reaction SMILES: [Cl:29][c:30]1[cH:31][cH:32][c:33]([C:44]([CH3:45])=[O:46])[c:34]([NH:36][C:37]([O:38][C:39]([CH3:40])([CH3:41])[CH3:42])=[O:43])[n:35]1.[Cl:8][c:9]1[c:10](-[c:16]2[cH:17][c:18]3[n:19]([c:20]([NH:22][CH2:23][CH2:24][NH2:25])[n:21]2)[cH:26][cH:27][n:28]3)[cH:11][cH:12][c:13]([Cl:15])[cH:14]1.[F:1][C:2]([F:3])([F:4])[C:5]([OH:6])=[O:7]>>[Cl:8][c:9]1[c:10](-[c:16]2[cH:17][c:18]3[n:19]([c:20]([NH:22][CH2:23][CH2:24][NH:25][c:30]4[cH:31][cH:32][c:33]([C:44]([CH3:45])=[O:46])[c:34]([NH:36][C:37]([O:38][C:39]([CH3:40])([CH3:41])[CH3:42])=[O:43])[n:35]4)[n:21]2)[cH:26][cH:27][n:28]3)[cH:11][cH:12][c:13]([Cl:15])[cH:14]1. Reactants: Cl.COC([C@@H](N)CC1=CC=CC=C1)=O (L-phenylalanine methyl ester hydrochloride), C(C1=CC=CC=C1)(C1=CC=CC=C1)=N (benzophenonimine). The solvent is C(Cl)Cl (methylene chloride). Reaction conditions: time 8 hour. Yields the product COC([C@@H](N=C(C1=CC=CC=C1)C1=CC=CC=C1)CC1=CC=CC=C1)=O (N-(diphenylmethylene)-L-phenylalanine methyl ester). Isolated yield 99.6%. RXN SMILES: Cl.[CH3:2][O:3][C:4](=[O:14])[C@H:5]([CH2:7][C:8]1[CH:13]=[CH:12][CH:11]=[CH:10][CH:9]=1)[NH2:6].[C:15](=N)([C:22]1[CH:27]=[CH:26][CH:25]=[CH:24][CH:23]=1)[C:16]1[CH:21]=[CH:20][CH:19]=[CH:18][CH:17]=1>C(Cl)Cl>[CH3:2][O:3][C:4](=[O:14])[C@H:5]([CH2:7][C:8]1[CH:13]=[CH:12][CH:11]=[CH:10][CH:9]=1)[N:6]=[C:15]([C:16]1[CH:21]=[CH:20][CH:19]=[CH:18][CH:17]=1)[C:22]1[CH:27]=[CH:26][CH:25]=[CH:24][CH:23]=1 |f:0.1|. Procedure details: L-phenylalanine methyl ester hydrochloride (5.95 g) and benzophenonimine (5.00 g) were added to methylene chloride (100 ml), and the mixture was stirred overnight at room temperature. The solid was filtered off from the reaction solution, and the solvent was distilled off under reduced pressure. Then, diethyl ether (100 ml) was added to the residue. The solid was filtered off again, and the ether layer was then washed with water (100 ml), and dried over anhydrous magnesium sulfate. After magnesi... The reactants are CNC, O=C(Cl)CCCCl, C1CCOC1. The product is CN(C)C(=O)CCCCl. Reaction SMILES: [CH3:1][NH:2][CH3:3].[Cl:4][CH2:5][CH2:6][CH2:7][C:8](=[O:9])[Cl:10].[O:11]1[CH2:12][CH2:13][CH2:14][CH2:15]1>>[CH3:1][N:2]([CH3:3])[C:8]([CH2:7][CH2:6][CH2:5][Cl:4])=[O:9]. Reactants: CO (methanol), ( m ), ( s ), OC1=NOC=2CN(CCC21)C(=O)OC (methyl 3-hydroxy-4,5,6,7-tetrahydroisoxazolo[5, 4-c]-pyridine-6-carboxylate), Br (hydrogen bromide), sodium 3-(trimethylsilyl) propanesulfonate, ( w ), ( m ), ( s ), [K+].[Br-] (KBr), ( m ). The solvent is C(C)(=O)O (acetic acid). Reaction SMILES: [OH:1][C:2]1[C:10]2[CH2:9][CH2:8][N:7](C(OC)=O)[CH2:6][C:5]=2[O:4][N:3]=1.[BrH:15].[K+].[Br-].CO>C(O)(=O)C>[Br-:15].[OH:1][C:2]1[C:10]2[CH2:9][CH2:8][NH:7][CH2:6][C:5]=2[O:4][NH+:3]=1 |f:2.3,6.7|. Product: [Br-].OC1=[NH+]OC=2CNCCC21 (3-Hydroxy-4,5,6,7-tetrahydroisoxazolo[5,4-c]pyridinium bromide). Procedure details: A solution of methyl 3-hydroxy-4,5,6,7-tetrahydroisoxazolo[5, 4-c]-pyridine-6-carboxylate (309 mg; 1.6 mmol) in a solution of hydrogen bromide in glacial acetic acid (3 ml; 43%) was refluxed for 15 minutes. Upon evaporation to dryness in vacuo the residue was treated with the same reagent (3 ml) for further 15 minutes. Evaporation of the reaction mixture to dryness in vacuo and recrystallization (methanol-ether) of the residue gave Ia (salt) (193 mg; 56%) as faintly reddish crystals, m.p. 162-16...